Dataset: the Open Reaction Database (ORD), a public repository of structured organic reaction records. Task: describe an organic reaction: reactants, conditions, products, and yield The reactants are CCCCCCCCCCCOCc1ccc(CO)cc1, ClCCl, O=[Cr](=O)([O-])Cl, c1cc[nH+]cc1. Yields the product CCCCCCCCCCCOCc1ccc(C=O)cc1. As a reaction SMILES: [CH2:1]([CH2:2][CH2:3][CH2:4][CH2:5][CH2:6][CH2:7][CH2:8][CH2:9][CH2:10][CH3:11])[O:12][CH2:13][c:14]1[cH:15][cH:16][c:17]([CH2:18][OH:19])[cH:20][cH:21]1.[CH2:33]([Cl:34])[Cl:35].[O:22]=[Cr:23]([Cl:24])([O-:25])=[O:26].[nH+:27]1[cH:28][cH:29][cH:30][cH:31][cH:32]1>>[CH2:1]([CH2:2][CH2:3][CH2:4][CH2:5][CH2:6][CH2:7][CH2:8][CH2:9][CH2:10][CH3:11])[O:12][CH2:13][c:14]1[cH:15][cH:16][c:17]([CH:18]=[O:19])[cH:20][cH:21]1. The reactants are N1N=C(C=C1)C1=NC=CC=C1 (2-(1H-Pyrazol-3-yl)pyridine), FC=1C=C(C#N)C=CC1 (3-fluorobenzonitrile), C(=O)([O-])[O-].[K+].[K+] (K2CO3), O (H2O). Run in CN(C)C=O (DMF), ( g ), CCOC(=O)C (EtOAc). Run at temperature 145 celsius. Product: N1=C(C=CC=C1)C1=NN(C=C1)C=1C=C(C#N)C=CC1 (3-(3-pyridin-2-yl-1H-pyrazol-1-yl)benzonitrile). Reaction SMILES: [NH:1]1[CH:5]=[CH:4][C:3]([C:6]2[CH:11]=[CH:10][CH:9]=[CH:8][N:7]=2)=[N:2]1.F[C:13]1[CH:14]=[C:15]([CH:18]=[CH:19][CH:20]=1)[C:16]#[N:17].C([O-])([O-])=O.[K+].[K+].O>CN(C=O)C.CCOC(C)=O>[N:7]1[CH:8]=[CH:9][CH:10]=[CH:11][C:6]=1[C:3]1[CH:4]=[CH:5][N:1]([C:13]2[CH:14]=[C:15]([CH:18]=[CH:19][CH:20]=2)[C:16]#[N:17])[N:2]=1 |f:2.3.4|. Procedure: 2-(1H-Pyrazol-3-yl)pyridine (435 mg, 3 mmol), 3-fluorobenzonitrile (0.32 mL, 3 mmol) and K2CO3 (830 mg, 6 mmol) were dissolved in DMF (10 mL) under Ar (g) and heated at 145° C. for 18 h. After cooling to ambient temperature, H2O (40 mL) and EtOAc (40 mL) were added and the reaction mixture shaken, the EtOAc layer was separated and the aqueous layer shaken with EtOAc (2×30 mL). The combined organic layers were washed with brine (3×40 mL), dried over Na2SO4 and concentrated onto silica gel. The cr... Reactants: CC(C)(O)c1cc(Cl)c(Nc2nc3ccncc3c3c(=O)[nH]ccc23)c(Cl)c1, ClCCl, [Na+], [Na+], [Na+], O=C([O-])O, O=C(OO)c1cccc(Cl)c1, O=S([O-])[O-]. Product: CC(C)(O)c1cc(Cl)c(Nc2nc3cc[n+]([O-])cc3c3c(=O)[nH]ccc23)c(Cl)c1. Reaction SMILES: [Cl:1][c:2]1[c:3]([NH:13][c:14]2[n:15][c:16]3[cH:17][cH:18][n:19][cH:20][c:21]3[c:22]3[c:23]2[cH:24][cH:25][nH:26][c:27]3=[O:28])[c:4]([Cl:12])[cH:5][c:6]([C:8]([CH3:9])([CH3:10])[OH:11])[cH:7]1.[Cl:51][CH2:52][Cl:53].[Na+:44].[Na+:45].[Na+:50].[O-:46][C:47]([OH:48])=[O:49].[OH:29][O:30][C:31]([c:32]1[cH:33][c:34]([Cl:35])[cH:36][cH:37][cH:38]1)=[O:39].[S:40]([O-:41])([O-:42])=[O:43]>>[Cl:1][c:2]1[c:3]([NH:13][c:14]2[n:15][c:16]3[cH:17][cH:18][n+:19]([O-:29])[cH:20][c:21]3[c:22]3[c:23]2[cH:24][cH:25][nH:26][c:27]3=[O:28])[c:4]([Cl:12])[cH:5][c:6]([C:8]([CH3:9])([CH3:10])[OH:11])[cH:7]1. Starting materials: C1(CC1)CS(=O)(=O)C=1C=C(OC2=C(C=C(C=C2C)NC#N)C)C=CC1O (4-(3-cyclopropylmethanesulfonyl-4-hydroxy-phenoxy)-3,5-dimethyl-phenyl-cyanamide), [N-]=[N+]=[N-].[Na+] (Sodium azide), [Cl-].[NH4+] (ammonium chloride). Run at temperature 140 celsius. Product: C1(CC1)CS(=O)(=O)C1=C(C=CC(=C1)OC1=C(C=C(C=C1C)NC1=NN=NN1)C)O (2-Cyclopropylmethanesulfonyl-4-[2,6-dimethyl-4-(1H-tetrazol-5-ylamino)-phenoxy]-phenol). Reaction SMILES: [CH:1]1([CH2:4][S:5]([C:8]2[CH:9]=[C:10]([CH:23]=[CH:24][C:25]=2[OH:26])[O:11][C:12]2[C:17]([CH3:18])=[CH:16][C:15]([NH:19][C:20]#[N:21])=[CH:14][C:13]=2[CH3:22])(=[O:7])=[O:6])[CH2:3][CH2:2]1.[N-:27]=[N+:28]=[N-:29].[Na+].[Cl-].[NH4+]>>[CH:1]1([CH2:4][S:5]([C:8]2[CH:9]=[C:10]([O:11][C:12]3[C:17]([CH3:18])=[CH:16][C:15]([NH:19][C:20]4[NH:29][N:28]=[N:27][N:21]=4)=[CH:14][C:13]=3[CH3:22])[CH:23]=[CH:24][C:25]=2[OH:26])(=[O:7])=[O:6])[CH2:3][CH2:2]1 |f:1.2,3.4|. Procedure: 2-Cyclopropylmethanesulfonyl-4-[2,6-dimethyl-4-(1H-tetrazol-5-ylamino)-phenoxy]-phenol was prepared from 4-(3-cyclopropylmethanesulfonyl-4-hydroxy-phenoxy)-3,5-dimethyl-phenyl-cyanamide according to a procedure analogous to that described in EXAMPLE 1, Step C. Sodium azide (1.5 equiv) and ammonium chloride (10 equiv) were used, and the reaction was heated to 140° C. for 20 hours. After the reaction had been acidified, the aqueous mixture was extracted with ethyl acetate (3×10 ml). The combined o... Starting materials: CC(C)C1NCCC1(O)C1CC1, N#Cc1ccc(F)cc1Cl, [Li+], [Li+], O=C([O-])[O-]. Product: CC(C)C1N(c2ccc(C#N)c(Cl)c2)CCC1(O)C1CC1. As a reaction SMILES: [CH:1]1([C:4]2([OH:12])[CH:5]([CH:9]([CH3:10])[CH3:11])[NH:6][CH2:7][CH2:8]2)[CH2:2][CH2:3]1.[Cl:13][c:14]1[c:15]([C:16]#[N:17])[cH:18][cH:19][c:20]([F:22])[cH:21]1.[Li+:23].[Li+:24].[O-:25][C:26](=[O:27])[O-:28]>>[CH:1]1([C:4]2([OH:12])[CH:5]([CH:9]([CH3:10])[CH3:11])[N:6]([c:20]3[cH:19][cH:18][c:15]([C:16]#[N:17])[c:14]([Cl:13])[cH:21]3)[CH2:7][CH2:8]2)[CH2:2][CH2:3]1.